This data is from the Open Reaction Database (ORD), a public repository of structured organic reaction records. The task is: describe an organic reaction: reactants, conditions, products, and yield Starting materials: C(C)(C)(C)OC(N[C@@H](C)C1=NC2=C(N1C1=CC=CC=C1)C=C(C=C2)Cl)=O ([(S)-1-(6-chloro-1-phenyl-1H-benzoimidazol-2-yl)ethyl]carbamic acid tert-butyl ester), C(=O)(C(F)(F)F)O (TFA), crude mixture. Product: ClC=1C=CC2=C(N(C(=N2)[C@H](C)N)C2=CC=CC=C2)C1 ((S)-1-(6-chloro-1-phenyl-1H-benzoimidazol-2-yl)ethylamine). RXN SMILES: C(OC(=O)[NH:7][C@H:8]([C:10]1[N:14]([C:15]2[CH:20]=[CH:19][CH:18]=[CH:17][CH:16]=2)[C:13]2[CH:21]=[C:22]([Cl:25])[CH:23]=[CH:24][C:12]=2[N:11]=1)[CH3:9])(C)(C)C.C(O)(C(F)(F)F)=O>C(Cl)Cl>[Cl:25][C:22]1[CH:23]=[CH:24][C:12]2[N:11]=[C:10]([C@@H:8]([NH2:7])[CH3:9])[N:14]([C:15]3[CH:16]=[CH:17][CH:18]=[CH:19][CH:20]=3)[C:13]=2[CH:21]=1. Procedure details: To a solution of [(S)-1-(6-chloro-1-phenyl-1H-benzoimidazol-2-yl)ethyl]carbamic acid tert-butyl ester (1.20 g, 3.23 mmol) in DCM (5 mL) was added TFA (5 mL) and the mixture stirred at RT for 3 h. The crude mixture was loaded into an Isolute® SCX-2 cartridge then washed with MeOH followed by 2M NH3/MeOH. The basic fractions were combined and concentrated in vacuo to afford (S)-1-(6-chloro-1-phenyl-1H-benzoimidazol-2-yl)ethylamine as a yellow oil (796 mg, 91%). Reaction conditions: time 3 hour. The solvent is C(Cl)Cl (DCM). The yield is 90.7%. The reactants are BrC1=CC(=NC(=C1)C)C (4-Bromo-2,6-dimethylpyridine), ClC1=CC(=CC=C1)C(=O)OO (m-chloroperbenzoic acid). Solvent: C(Cl)Cl (DCM), C(Cl)Cl (DCM). Reaction conditions: temperature 0 celsius, time 5 hour. Product: BrC1=CC(=[N+](C(=C1)C)[O-])C (4-Bromo-2,6-dimethyl-pyridine 1-oxide). Reaction SMILES: [Br:1][C:2]1[CH:7]=[C:6]([CH3:8])[N:5]=[C:4]([CH3:9])[CH:3]=1.ClC1C=CC=C(C(OO)=[O:18])C=1>C(Cl)Cl>[Br:1][C:2]1[CH:7]=[C:6]([CH3:8])[N+:5]([O-:18])=[C:4]([CH3:9])[CH:3]=1. Reported procedure: 4-Bromo-2,6-dimethylpyridine (0.5 g, 2.69 mmol) was dissolved in DCM (10 ml), cooled to 0° C. and combined with a solution of m-chloroperbenzoic acid in DCM (75%, 0.928 g, 4.03 mmol in 5 ml). The resulting mixture was stirred at 0° C. for 15 minutes and for 5 hours at room temperature. The mixture was washed with saturated sodium bicarbonate solution, the phases were separated with a phase separator, the organic phase was evaporated under reduced pressure. The residue was purified by column chro... Reactants: BrC1=C(N=C2N1C=CC=C2OCC2=C(C(=CC=C2Cl)N(C)C(CN)=O)Cl)C (3-bromo-8-[2,6-dichloro-3-(N-glycyl-N-methylamino)benzyloxy]-2-methylimidazo[1,2-a]pyridine), N1=CC=CC=C1 (pyridine), C(CC)(=O)Cl (propionyl chloride). The solvent is C(Cl)Cl (methylene chloride). Conditions: time 30 minute. Yields the product BrC1=C(N=C2N1C=CC=C2OCC2=C(C(=CC=C2Cl)N(C(CNC(CC)=O)=O)C)Cl)C (3-bromo-8-[2,6-dichloro-3-[N-methyl-N-(propionylglycyl)amino]benzyloxy]-2-methylimidazo[1,2-a]pyridine). RXN SMILES: [Br:1][C:2]1[N:6]2[CH:7]=[CH:8][CH:9]=[C:10]([O:11][CH2:12][C:13]3[C:18]([Cl:19])=[CH:17][CH:16]=[C:15]([N:20]([C:22](=[O:25])[CH2:23][NH2:24])[CH3:21])[C:14]=3[Cl:26])[C:5]2=[N:4][C:3]=1[CH3:27].N1C=CC=CC=1.[C:34](Cl)(=[O:37])[CH2:35][CH3:36]>C(Cl)Cl>[Br:1][C:2]1[N:6]2[CH:7]=[CH:8][CH:9]=[C:10]([O:11][CH2:12][C:13]3[C:18]([Cl:19])=[CH:17][CH:16]=[C:15]([N:20]([CH3:21])[C:22](=[O:25])[CH2:23][NH:24][C:34](=[O:37])[CH2:35][CH3:36])[C:14]=3[Cl:26])[C:5]2=[N:4][C:3]=1[CH3:27]. Reported procedure: To a mixture of 3-bromo-8-[2,6-dichloro-3-(N-glycyl-N-methylamino)benzyloxy]-2-methylimidazo[1,2-a]pyridine (100 mg), pyridine (25 mg) and methylene chloride (2 ml) was added propionyl chloride (0.02 ml) at ambient temperature and the mixture was stirred at the same temperature for 30 minutes. The mixture was partitioned between methylene chloride and water, and the organic layer was washed with water, dried over magnesium sulfate and concentrated in vacuo to give 3-bromo-8-[2,6-dichloro-3-[N-me... Yields the product C(C=C)NCCCCCCC (N-(2-propenyl)heptanamine). Procedure: To 100 mL of methanol is added 2-propenylamine (5.7 g, 0.1 mol), 11.4 g (0.1 mol) of heptaldehyde, and 12 g (0.2 mol) of sodium cyanoborohydride. The pH is adjusted to six with concentrated HCl. Monitor the reaction by thin-layer chromatography. Upon completion, add concentrated HCl until gas evolution ceases. Add 300 mL of H2O and extract once with 200 mL of ether. Add 1N NaOH to the aqueous solution until it is basic and extract twice with 200 mL of ether. Dry the organic phase over Na2SO4. Fi... The solvent is CO (methanol), O (H2O). Reactants: Cl (HCl), Cl (HCl), C(C=C)N (2-propenylamine), C(CCCCCC)=O (heptaldehyde), C(#N)[BH3-].[Na+] (sodium cyanoborohydride). RXN SMILES: [CH2:1]([NH2:4])[CH:2]=[CH2:3].[CH:5](=O)[CH2:6][CH2:7][CH2:8][CH2:9][CH2:10][CH3:11].C([BH3-])#N.[Na+].Cl>O.CO>[CH2:1]([NH:4][CH2:5][CH2:6][CH2:7][CH2:8][CH2:9][CH2:10][CH3:11])[CH:2]=[CH2:3] |f:2.3|. Reactants: O=C([O-])[O-], CO, COc1cc(Nc2c(C#N)cnc3cc(C#C[Si](C)(C)C)sc23)c(Cl)cc1Cl, [K+], [K+]. The product is C#Cc1cc2ncc(C#N)c(Nc3cc(OC)c(Cl)cc3Cl)c2s1. As a reaction SMILES: [C:29](=[O:30])([O-:31])[O-:32].[CH3:35][OH:36].[Cl:1][c:2]1[c:3]([NH:11][c:12]2[c:13]3[c:14]([n:15][cH:16][c:17]2[C:18]#[N:19])[cH:20][c:21]([C:23]#[C:24][Si:25]([CH3:26])([CH3:27])[CH3:28])[s:22]3)[cH:4][c:5]([O:9][CH3:10])[c:6]([Cl:8])[cH:7]1.[K+:33].[K+:34]>>[Cl:1][c:2]1[c:3]([NH:11][c:12]2[c:13]3[c:14]([n:15][cH:16][c:17]2[C:18]#[N:19])[cH:20][c:21]([C:23]#[CH:24])[s:22]3)[cH:4][c:5]([O:9][CH3:10])[c:6]([Cl:8])[cH:7]1.